This data is from the Open Reaction Database (ORD), a public repository of structured organic reaction records. The task is: describe an organic reaction: reactants, conditions, products, and yield Procedure details: 4-(4-But-2-ynyloxy-benzenesulfonyl)-1-(4-fluoro-benzyl)-piperidine-4-carboxylic acid ethyl ester was prepared according to the general method as outlined in Example 1 (Step 6). Starting from (4-but-2-ynyloxy-benzenesulfonyl)-acetic acid ethyl ester (5 g, 16.9 mmol) and (4-fluoro-benzyl)-bis-(2-chloro-ethyl)-amine (5.8 g, 20.1 mmol) 5.3 g of the product was isolated. Yield 5.3 g (67%); Brown oil; MS: 474 (M+H)+ Starting materials: C(C)OC(CS(=O)(=O)C1=CC=C(C=C1)OCC#CC)=O ((4-but-2-ynyloxy-benzenesulfonyl)-acetic acid ethyl ester), FC1=CC=C(CN(CCCl)CCCl)C=C1 ((4-fluoro-benzyl)-bis-(2-chloro-ethyl)-amine). Product: C(C)OC(=O)C1(CCN(CC1)CC1=CC=C(C=C1)F)S(=O)(=O)C1=CC=C(C=C1)OCC#CC (4-(4-But-2-ynyloxy-benzenesulfonyl)-1-(4-fluoro-benzyl)-piperidine-4-carboxylic acid ethyl ester). As a reaction SMILES: [CH2:1]([O:3][C:4](=[O:20])[CH2:5][S:6]([C:9]1[CH:14]=[CH:13][C:12]([O:15][CH2:16][C:17]#[C:18][CH3:19])=[CH:11][CH:10]=1)(=[O:8])=[O:7])[CH3:2].[F:21][C:22]1[CH:35]=[CH:34][C:25]([CH2:26][N:27]([CH2:31][CH2:32]Cl)[CH2:28][CH2:29]Cl)=[CH:24][CH:23]=1>>[CH2:1]([O:3][C:4]([C:5]1([S:6]([C:9]2[CH:10]=[CH:11][C:12]([O:15][CH2:16][C:17]#[C:18][CH3:19])=[CH:13][CH:14]=2)(=[O:7])=[O:8])[CH2:29][CH2:28][N:27]([CH2:26][C:25]2[CH:34]=[CH:35][C:22]([F:21])=[CH:23][CH:24]=2)[CH2:31][CH2:32]1)=[O:20])[CH3:2]. The reactants are C(CCC)[Li] (n-butyllithium), C(C)(C)C(=O)C=1N=CN(C1)C(C1=CC=CC=C1)(C1=CC=CC=C1)C1=CC=CC=C1 (isopropyl(1-trityl-1H-imidazol-4-yl)ketone), O (water), BrC=1C=C2C=CC(=CC2=CC1)O[Si](C)(C)C(C)(C)C (6-Bromo-2-tert-butyldimethylsilyloxynaphthalene). Run in CCCCCC (hexane), C1CCOC1 (THF), C1CCOC1 (THF). Run at temperature -70 celsius, time 30 minute. Product: [Si](C)(C)(C(C)(C)C)OC=1C=C2C=CC(=CC2=CC1)C(C(C)C)(O)C=1N=CN(C1)C(C1=CC=CC=C1)(C1=CC=CC=C1)C1=CC=CC=C1 (1-(6-tert-butyldimethylsilyloxy-2-naphthyl)-2-methyl-1-(1-trityl-1H-imidazol-4-yl)-1-propanol). The yield is 90.9%. As a reaction SMILES: Br[C:2]1[CH:3]=[C:4]2[C:9](=[CH:10][CH:11]=1)[CH:8]=[C:7]([O:12][Si:13]([C:16]([CH3:19])([CH3:18])[CH3:17])([CH3:15])[CH3:14])[CH:6]=[CH:5]2.C([Li])CCC.[CH:25]([C:28]([C:30]1[N:31]=[CH:32][N:33]([C:35]([C:48]2[CH:53]=[CH:52][CH:51]=[CH:50][CH:49]=2)([C:42]2[CH:47]=[CH:46][CH:45]=[CH:44][CH:43]=2)[C:36]2[CH:41]=[CH:40][CH:39]=[CH:38][CH:37]=2)[CH:34]=1)=[O:29])([CH3:27])[CH3:26].O>C1COCC1.CCCCCC>[Si:13]([O:12][C:7]1[CH:8]=[C:9]2[C:4](=[CH:5][CH:6]=1)[CH:3]=[C:2]([C:28]([C:30]1[N:31]=[CH:32][N:33]([C:35]([C:48]3[CH:53]=[CH:52][CH:51]=[CH:50][CH:49]=3)([C:42]3[CH:43]=[CH:44][CH:45]=[CH:46][CH:47]=3)[C:36]3[CH:41]=[CH:40][CH:39]=[CH:38][CH:37]=3)[CH:34]=1)([OH:29])[CH:25]([CH3:27])[CH3:26])[CH:11]=[CH:10]2)([C:16]([CH3:19])([CH3:18])[CH3:17])([CH3:15])[CH3:14]. Procedure: 6-Bromo-2-tert-butyldimethylsilyloxynaphthalene (60.0 g) was dissolved in THF (600 mL) and the solution was cooled to −70° C. A solution (1.6 M: 111 mL) of n-butyllithium in hexane was slowly added dropwise and the mixture was stirred for 30 min. Then a solution (200 mL) of isopropyl(1-trityl-1H-imidazol-4-yl)ketone (52.1 g) in THF was added dropwise. The mixture was stirred at −70° C. for 30 min. and water was added to stop the reaction. The organic layer was separated and the aqueous layer was... Starting materials: O (water), OC1=CC=C(C=C1)S(=O)(=O)C1=CC=C(OCC(=O)OCC)C=C1 (ethyl [4-(4-hydroxyphenylsulfonyl)phenoxy]acetate), FC(S(=O)(=O)C1=CC=C(C=C1)Cl)(F)F (4-(trifluoromethylsulfonyl)chlorobenzene), C([O-])([O-])=O.[K+].[K+] (potassium carbonate). Run in CN(C)C=O (DMF). Conditions: temperature 100 celsius. Yields the product C(C)OC(COC1=CC=C(C=C1)S(=O)(=O)C1=C(C=CC=C1)OC1=CC=C(C=C1)S(=O)(=O)C(F)(F)F)=O ({4-[(4-Trifluoromethanesulfonyl-phenoxy)-benzenesulfonyl]-phenoxy)-acetic acid ethyl ester). As a reaction SMILES: O[C:2]1[CH:7]=[CH:6][C:5]([S:8]([C:11]2[CH:23]=[CH:22][C:14]([O:15][CH2:16][C:17]([O:19][CH2:20][CH3:21])=[O:18])=[CH:13][CH:12]=2)(=[O:10])=[O:9])=[CH:4][CH:3]=1.[F:24][C:25]([F:37])([F:36])[S:26]([C:29]1[CH:34]=[CH:33][C:32](Cl)=[CH:31][CH:30]=1)(=[O:28])=[O:27].C(=O)([O-])[O-:39].[K+].[K+].O>CN(C=O)C>[CH2:20]([O:19][C:17](=[O:18])[CH2:16][O:15][C:14]1[CH:22]=[CH:23][C:11]([S:8]([C:5]2[CH:6]=[CH:7][CH:2]=[CH:3][C:4]=2[O:39][C:32]2[CH:33]=[CH:34][C:29]([S:26]([C:25]([F:37])([F:36])[F:24])(=[O:28])=[O:27])=[CH:30][CH:31]=2)(=[O:10])=[O:9])=[CH:12][CH:13]=1)[CH3:21] |f:2.3.4|. Procedure details: A mixture of ethyl [4-(4-hydroxyphenylsulfonyl)phenoxy]acetate (100 mg, 0.3 mmol), 4-(trifluoromethylsulfonyl)chlorobenzene (73 mg, 1 equiv.) and potassium carbonate (164 mg, 4 equiv.) in DMF was heated to 100° C. overnight. The reaction was poured into water, extracted with EtOAc, washed with organic layer with water, brine, dried and concentrated. The residue was column chromatographed to give{4-[4-(4-trifluoromethanesulfonyl-phenoxy)-benzenesulfonyl]-phenoxy}-acetic acid ethyl ester. 1HNMR (3... The reactants are CCOCC, F[B-](F)(F)F, [H+], O=N[O-], Nc1cccc2cncc(Br)c12, [Na+], O. Product: Fc1cccc2cncc(Br)c12. As a reaction SMILES: [CH3:24][CH2:25][O:26][CH2:27][CH3:28].[F:17][B-:18]([F:19])([F:20])[F:21].[H+:22].[N:13]([O-:14])=[O:15].[NH2:1][c:2]1[c:3]2[c:4]([Br:12])[cH:5][n:6][cH:7][c:8]2[cH:9][cH:10][cH:11]1.[Na+:16].[OH2:23]>>[c:2]1([F:17])[c:3]2[c:4]([Br:12])[cH:5][n:6][cH:7][c:8]2[cH:9][cH:10][cH:11]1. Reactants: [BH3-]C#N, Cn1c(=O)c(C=O)nc2ccccc21, ClCCl, CC(N)c1ccc(C(F)(F)F)cc1, [Na+], [Na+], O=C([O-])O. The product is CC(NCc1nc2ccccc2n(C)c1=O)c1ccc(C(F)(F)F)cc1. As a reaction SMILES: [C:15]([BH3-:16])#[N:17].[CH3:1][n:2]1[c:3](=[O:14])[c:4]([CH:12]=[O:13])[n:5][c:6]2[cH:7][cH:8][cH:9][cH:10][c:11]12.[Cl:37][CH2:38][Cl:39].[F:19][C:20]([c:21]1[cH:22][cH:23][c:24]([CH:27]([CH3:28])[NH2:29])[cH:25][cH:26]1)([F:30])[F:31].[Na+:18].[Na+:36].[O-:32][C:33]([OH:34])=[O:35]>>[CH3:1][n:2]1[c:3](=[O:14])[c:4]([CH2:12][NH:29][CH:27]([c:24]2[cH:23][cH:22][c:21]([C:20]([F:19])([F:30])[F:31])[cH:26][cH:25]2)[CH3:28])[n:5][c:6]2[cH:7][cH:8][cH:9][cH:10][c:11]12. Starting materials: NC1=NC=NC(=C1C(=O)NC1=CC(=CC=C1)OC)N[C@@H](C)C1=NN2C(C(N1C1=CC=CC=C1)=O)=C(C=C2)C ((S)-4-Amino-N-(3-methoxyphenyl)-6-((1-(5-methyl-4-oxo-3-phenyl-3,4-dihydropyrrolo[2,1-f][1,2,4]triazin-2-yl)ethyl)amino)pyrimidine-5-carboxamide), B(Br)(Br)Br (boron tribromide). Run in ClCCl (dichloromethane). The product is NC1=NC=NC(=C1C(=O)NC1=CC(=CC=C1)O)N[C@@H](C)C1=NN2C(C(N1C1=CC=CC=C1)=O)=C(C=C2)C ((S)-4-Amino-N-(3-hydroxyphenyl)-6-((1-(5-methyl-4-oxo-3-phenyl-3,4-dihydropyrrolo[2,1-f][1,2,4]triazin-2-yl)ethyl)amino)pyrimidine-5-carboxamide). Yield: 23.0%. RXN SMILES: [NH2:1][C:2]1[C:7]([C:8]([NH:10][C:11]2[CH:16]=[CH:15][CH:14]=[C:13]([O:17]C)[CH:12]=2)=[O:9])=[C:6]([NH:19][C@H:20]([C:22]2[N:27]([C:28]3[CH:33]=[CH:32][CH:31]=[CH:30][CH:29]=3)[C:26](=[O:34])[C:25]3=[C:35]([CH3:38])[CH:36]=[CH:37][N:24]3[N:23]=2)[CH3:21])[N:5]=[CH:4][N:3]=1.B(Br)(Br)Br>ClCCl>[NH2:1][C:2]1[C:7]([C:8]([NH:10][C:11]2[CH:16]=[CH:15][CH:14]=[C:13]([OH:17])[CH:12]=2)=[O:9])=[C:6]([NH:19][C@H:20]([C:22]2[N:27]([C:28]3[CH:33]=[CH:32][CH:31]=[CH:30][CH:29]=3)[C:26](=[O:34])[C:25]3=[C:35]([CH3:38])[CH:36]=[CH:37][N:24]3[N:23]=2)[CH3:21])[N:5]=[CH:4][N:3]=1. Reported procedure: (S)-4-Amino-N-(3-methoxyphenyl)-6-((1-(5-methyl-4-oxo-3-phenyl-3,4-dihydropyrrolo[2,1-f][1,2,4]triazin-2-yl)ethyl)amino)pyrimidine-5-carboxamide (27 mg, 0.05 mmol) was treated with boron tribromide (1M in dichloromethane, 160 μl, 0.16 mmol) in dichloromethane according to the method described in Example 23. The residue was purified by reverse phase using SP1® Purification System to give 6 mg (23% yield) as a white solid. Purity 100%.